This data is from the Open Reaction Database (ORD), a public repository of structured organic reaction records. The task is: describe an organic reaction: reactants, conditions, products, and yield Starting materials: BrC1=C(C=C(C=C1)F)O (2-bromo-5-fluorophenol), C[C@H](CC=C)O ((R)-pent-4-en-2-ol), C1=CC=C(C=C1)P(C2=CC=CC=C2)C3=CC=CC=C3 (PPh3), CC(C)OC(=O)/N=N/C(=O)OC(C)C (DIAD). Run in C1CCOC1 (THF), CCOCC (ether). Reaction conditions: time 2 hour. The product is BrC1=C(C=C(C=C1)F)O[C@@H](C)CC=C ((S)-1-Bromo-4-fluoro-2-(pent-4-en-2-yloxy)benzene). Isolated yield 59.6%. As a reaction SMILES: [Br:1][C:2]1[CH:7]=[CH:6][C:5]([F:8])=[CH:4][C:3]=1[OH:9].[CH3:10][C@@H:11](O)[CH2:12][CH:13]=[CH2:14].C1C=CC(P(C2C=CC=CC=2)C2C=CC=CC=2)=CC=1.CC(OC(/N=N/C(OC(C)C)=O)=O)C>C1COCC1.CCOCC>[Br:1][C:2]1[CH:7]=[CH:6][C:5]([F:8])=[CH:4][C:3]=1[O:9][C@H:13]([CH2:12][CH:11]=[CH2:10])[CH3:14]. Procedure: To a solution of 2-bromo-5-fluorophenol (1.46 g, 7.64 mmol, 1 equiv), (R)-pent-4-en-2-ol (0.94 mL, 9.17 mmol, 1.2 equiv), and PPh3 (2.40 g, 9.17 mmol, 1.2 equiv) in THF (26 mL) was added DIAD (1.78 mL, 9.17 mmol, 1.2 equiv). After stirring 2 h, the yellow solution was diluted with ether, washed with 1 N NaOH, dried (MgSO4), and concentrated in vacuo. The crude product was purified by flash column chromatography (hexane) to provide the product (1.18 g, 60%) as a colorless oil. 1H NMR (500 MHz, CD... Reactants: O1C=C(C2=C1C=CC=C2)CCN2CCC(CC2)(O)CNC(OCC)=O (Ethyl N-({1-[2-(benzofuran-3-yl)ethyl]-4-hydroxy-4-piperidyl)-methyl)-carbamate), [H-].[Al+3].[Li+].[H-].[H-].[H-] (lithium aluminium hydride). Run in O1CCCC1 (tetrahydrofuran), O1CCCC1 (tetrahydrofuran). Product: O1C=C(C2=C1C=CC=C2)CCN2CCC(CC2)(O)CNC (1-[2-(Benzofuran-3-yl)ethyl]-4-[(methylamino)methyl]-4-piperidinol). As a reaction SMILES: [O:1]1[C:5]2[CH:6]=[CH:7][CH:8]=[CH:9][C:4]=2[C:3]([CH2:10][CH2:11][N:12]2[CH2:17][CH2:16][C:15]([CH2:19][NH:20][C:21](=O)OCC)([OH:18])[CH2:14][CH2:13]2)=[CH:2]1.[H-].[Al+3].[Li+].[H-].[H-].[H-]>O1CCCC1>[O:1]1[C:5]2[CH:6]=[CH:7][CH:8]=[CH:9][C:4]=2[C:3]([CH2:10][CH2:11][N:12]2[CH2:17][CH2:16][C:15]([CH2:19][NH:20][CH3:21])([OH:18])[CH2:14][CH2:13]2)=[CH:2]1 |f:1.2.3.4.5.6|. Procedure: A solution of 13.4 g of the product obtained in Step C in 130 ml of tetrahydrofuran is added, at a reaction mixture temperature of 20° C., to a suspension of 3.63 g of lithium aluminium hydride in 20 ml of tetrahydrofuran. After 9 hours' reflux and then 12 hours at room temperature, the reaction mixture is hydrolysed, filtered and then concentrated under reduced pressure, enabling the expected product to be isolated. The reactants are [N+](=O)([O-])C1=C(CCNC2CCN(CC2)CC2=CC=CC=C2)C=CC=C1 (N-(2-Nitrophenethyl)-1-benzylpiperidin-4-amine), [H][H] (hydrogen). Reagents/catalysts: [Pt](=O)=O (Platinum(IV) oxide). Solvent: CO (methanol). Conditions: time 75 minute. The product is NC1=C(CCNC2CCN(CC2)CC2=CC=CC=C2)C=CC=C1 (N-(2-aminophenethyl)-1-benzylpiperidin-4-amine). As a reaction SMILES: [N+:1]([C:4]1[CH:25]=[CH:24][CH:23]=[CH:22][C:5]=1[CH2:6][CH2:7][NH:8][CH:9]1[CH2:14][CH2:13][N:12]([CH2:15][C:16]2[CH:21]=[CH:20][CH:19]=[CH:18][CH:17]=2)[CH2:11][CH2:10]1)([O-])=O.[H][H]>CO.[Pt](=O)=O>[NH2:1][C:4]1[CH:25]=[CH:24][CH:23]=[CH:22][C:5]=1[CH2:6][CH2:7][NH:8][CH:9]1[CH2:14][CH2:13][N:12]([CH2:15][C:16]2[CH:21]=[CH:20][CH:19]=[CH:18][CH:17]=2)[CH2:11][CH2:10]1. Reported procedure: N-(2-Nitrophenethyl)-1-benzylpiperidin-4-amine (1.98 g, 5.83 mmol) was dissolved in methanol (60 mL). Platinum(IV) oxide (55 mg, 0.242 mmol) was added to the mixture. Reaction vessel was placed on a Parr apparatus and charged with 50 psi of hydrogen gas. Reaction shook at room temperature for 75 minutes. Mixture was removed from the apparatus and then filtered over celite. Filtrate was concentrated to dryness. Title compound was obtained as brown oil in quantitative yield. MS (M+H)+=310.4. Reactants: CC(C)(C)[Si](OCCC(=N)N)(c1ccccc1)c1ccccc1, CN(C)C=C1C(=O)CCCC1=O, CCO. Product: CC(C)(C)[Si](OCCC#N)(c1ccccc1)c1ccccc1. As a reaction SMILES: [C:1]([CH3:2])([CH3:3])([CH3:4])[Si:5]([O:6][CH2:7][CH2:8][C:9](=[NH:10])[NH2:11])([c:12]1[cH:13][cH:14][cH:15][cH:16][cH:17]1)[c:18]1[cH:19][cH:20][cH:21][cH:22][cH:23]1.[CH3:24][N:25]([CH:26]=[C:27]1[C:28](=[O:29])[CH2:30][CH2:31][CH2:32][C:33]1=[O:34])[CH3:35].[CH3:36][CH2:37][OH:38]>>[C:1]([CH3:2])([CH3:3])([CH3:4])[Si:5]([O:6][CH2:7][CH2:8][C:9]#[N:10])([c:12]1[cH:13][cH:14][cH:15][cH:16][cH:17]1)[c:18]1[cH:19][cH:20][cH:21][cH:22][cH:23]1. Starting materials: Cc1cc(-c2ccc(Cl)c(Cl)c2)nc(-n2cnc(Br)c2)n1, CC1(C)OB(c2ccc(N)nc2)OC1(C)C. Product: Cc1cc(-c2ccc(Cl)c(Cl)c2)nc(-n2cnc(-c3ccc(N)nc3)c2)n1. RXN SMILES: [Br:1][c:2]1[n:3][cH:4][n:5](-[c:7]2[n:8][c:9]([CH3:21])[cH:10][c:11](-[c:13]3[cH:14][c:15]([Cl:20])[c:16]([Cl:19])[cH:17][cH:18]3)[n:12]2)[cH:6]1.[NH2:22][c:23]1[n:24][cH:25][c:26]([B:29]2[O:30][C:31]([CH3:32])([CH3:33])[C:34]([CH3:35])([CH3:36])[O:37]2)[cH:27][cH:28]1>>[c:2]1(-[c:26]2[cH:25][n:24][c:23]([NH2:22])[cH:28][cH:27]2)[n:3][cH:4][n:5](-[c:7]2[n:8][c:9]([CH3:21])[cH:10][c:11](-[c:13]3[cH:14][c:15]([Cl:20])[c:16]([Cl:19])[cH:17][cH:18]3)[n:12]2)[cH:6]1. The reagents and catalysts are Cl[Cu] (CuCl). Run at temperature 50 celsius, time 30 minute. Reaction SMILES: [CH3:1][O:2][C:3]1[C:8]2[O:9][C:10]3[CH:15]=[CH:14][C:13]([N+]([O-])=O)=[CH:12][C:11]=3[C:7]=2[C:6]([C:19]([OH:21])=[O:20])=[CH:5][CH:4]=1.[ClH:22].O.N([O-])=O.[Na+]>O.Cl.Cl[Cu]>[CH3:1][O:2][C:3]1[C:8]2[O:9][C:10]3[CH:15]=[CH:14][C:13]([Cl:22])=[CH:12][C:11]=3[C:7]=2[C:6]([C:19]([OH:21])=[O:20])=[CH:5][CH:4]=1 |f:1.2,3.4|. The solvent is Cl (HCl), O (water), O (water). Procedure details: Intermediate 29 (350 mg, 1.13 mmol) was suspended in mixture of concentrated hydrochloric acid:water (1: 1) (5 ml) and stirred at 50° C. for 30 min. The suspension was cooled to 0° C. and a solution of sodium nitrite (83 mg, 1.2 mmol) in water (2 ml) was added dropwise in 15 min. The reaction was stirred for 90 min. at 0-5° C. and then this suspension was added to a pre-cooled solution of CuCl (123 mg, 1.24 mmol) in concentrated HCl (5 ml). The reaction was allowed to come to room temperature an... The reactants are COC1=CC=C(C2=C1OC1=C2C=C(C=C1)[N+](=O)[O-])C(=O)O (4-methoxy-8-nitro dibenzo[b,d]furan-1-carboxylic acid), Cl.O (hydrochloric acid water), N(=O)[O-].[Na+] (sodium nitrite). Yields the product COC1=CC=C(C2=C1OC1=C2C=C(C=C1)Cl)C(=O)O (4-methoxy-8-chloro-dibenzo[b,d]furan-1-carboxylic acid).